From a dataset of the Open Reaction Database (ORD), a public repository of structured organic reaction records. describe an organic reaction: reactants, conditions, products, and yield Starting materials: CCN(C(C)C)C(C)C, O=CCCc1cc(-c2ccccc2)n(-c2ccccc2)n1, c1ccc(N2CCNCC2)cc1. The product is c1ccc(-c2cc(CCCN3CCN(c4ccccc4)CC3)nn2-c2ccccc2)cc1. RXN SMILES: [CH:34]([N:35]([CH2:36][CH3:37])[CH:38]([CH3:39])[CH3:40])([CH3:41])[CH3:42].[c:1]1(-[n:7]2[n:8][c:9]([CH2:18][CH2:19][CH:20]=[O:21])[cH:10][c:11]2-[c:12]2[cH:13][cH:14][cH:15][cH:16][cH:17]2)[cH:2][cH:3][cH:4][cH:5][cH:6]1.[c:22]1([N:28]2[CH2:29][CH2:30][NH:31][CH2:32][CH2:33]2)[cH:23][cH:24][cH:25][cH:26][cH:27]1>>[c:1]1(-[n:7]2[n:8][c:9]([CH2:18][CH2:19][CH2:20][N:31]3[CH2:30][CH2:29][N:28]([c:22]4[cH:23][cH:24][cH:25][cH:26][cH:27]4)[CH2:33][CH2:32]3)[cH:10][c:11]2-[c:12]2[cH:13][cH:14][cH:15][cH:16][cH:17]2)[cH:2][cH:3][cH:4][cH:5][cH:6]1.